Dataset: the Open Reaction Database (ORD), a public repository of structured organic reaction records. Task: describe an organic reaction: reactants, conditions, products, and yield The reactants are O=C1CCC(=O)N1Br, C1CCOC1, CCCCCn1c2nc[nH]c2c(=O)n2c(CNC(=O)c3ccccc3)nnc12. The product is CCCCCn1c2nc(Br)[nH]c2c(=O)n2c(CNC(=O)c3ccccc3)nnc12. RXN SMILES: [Br:29][N:30]1[C:31](=[O:32])[CH2:33][CH2:34][C:35]1=[O:36].[CH2:37]1[O:38][CH2:39][CH2:40][CH2:41]1.[O:1]=[c:2]1[c:3]2[nH:4][cH:5][n:6][c:7]2[n:8]([CH2:24][CH2:25][CH2:26][CH2:27][CH3:28])[c:9]2[n:10]1[c:11]([CH2:14][NH:15][C:16]([c:17]1[cH:18][cH:19][cH:20][cH:21][cH:22]1)=[O:23])[n:12][n:13]2>>[O:1]=[c:2]1[c:3]2[nH:4][c:5]([Br:29])[n:6][c:7]2[n:8]([CH2:24][CH2:25][CH2:26][CH2:27][CH3:28])[c:9]2[n:10]1[c:11]([CH2:14][NH:15][C:16]([c:17]1[cH:18][cH:19][cH:20][cH:21][cH:22]1)=[O:23])[n:12][n:13]2. Reactants: CC=1C=2N(C(=NC1C1=CC=CC=C1)N)N=CN2 (8-methyl-7-phenyl-1,2,4-triazolo[2,3-c]pyrimidin-5-amine), C(C)(=O)OC(C)=O (acetic anhydride). Run in N1=CC=CC=C1 (pyridine). Run at time 18 hour. Product: CC=1C=2N(C(=NC1C1=CC=CC=C1)NC(C)=O)N=CN2 (N-[8-methyl-7-phenyl-1,2,4-triazolo[2,3-c]pyrimidin-5-yl]acetamide). Reaction SMILES: [CH3:1][C:2]1[C:3]2[N:4]([N:15]=[CH:16][N:17]=2)[C:5]([NH2:14])=[N:6][C:7]=1[C:8]1[CH:13]=[CH:12][CH:11]=[CH:10][CH:9]=1.[C:18](OC(=O)C)(=[O:20])[CH3:19]>N1C=CC=CC=1>[CH3:1][C:2]1[C:3]2[N:4]([N:15]=[CH:16][N:17]=2)[C:5]([NH:14][C:18](=[O:20])[CH3:19])=[N:6][C:7]=1[C:8]1[CH:13]=[CH:12][CH:11]=[CH:10][CH:9]=1. Procedure details: 6.6 Parts of 8-methyl-7-phenyl-1,2,4-triazolo[2,3-c]pyrimidin-5-amine (Example 1) is suspended in 50 parts by volume pyridine and 10 parts by volume acetic anhydride. The solution is stirred at room temperature for approximately 18 hours until a clear solution is formed. After approximately 21 hours turbidity develops and a solid gradually forms. After standing for approximately 40 hours most of the solvent is removed in vacuo. The residue is stirred in water, filtered, washed with water and dri... Starting materials: Cl.ClC=1C=C(SC1)COC1CNC1 (3-((4-Chlorothiophen-2-yl)methoxy)-azetidine hydrochloride), CCN=C=NCCCN(C)C (EDCI), C=1C=CC2=C(C1)N=NN2O (HOBt), C(C)(C)N(CC)C(C)C (diisopropylethylamine), Cl.O=C1CCC=2C=C(C=NC2N1)/C=C/C(=O)O ((E)-3-(7-oxo-5,6,7,8-tetrahydro-1,8-naphthyridin-3-yl)-acrylic acid hydrochloride). The solvent is CN(C=O)C (dimethylformamide), O (water), C(C)(=O)OCC (ethyl acetate). Run at time 8 hour. The product is ClC=1C=C(SC1)COC1CN(C1)C(/C=C/C=1C=C2CCC(NC2=NC1)=O)=O ((E)-6-(3-(3-((4-Chlorothiophen-2-yl)methoxy)azetidin-1-yl)-3-oxoprop-1-enyl)-3,4-dihydro-1,8-naphthyridin-2(1H)-one). Yield: 23.5%. RXN SMILES: Cl.[Cl:2][C:3]1[CH:4]=[C:5]([CH2:8][O:9][CH:10]2[CH2:13][NH:12][CH2:11]2)[S:6][CH:7]=1.CCN=C=NCCCN(C)C.C1C=CC2N(O)N=NC=2C=1.C(N(C(C)C)CC)(C)C.Cl.[O:45]=[C:46]1[NH:55][C:54]2[N:53]=[CH:52][C:51](/[CH:56]=[CH:57]/[C:58](O)=[O:59])=[CH:50][C:49]=2[CH2:48][CH2:47]1>CN(C)C=O.O.C(OCC)(=O)C>[Cl:2][C:3]1[CH:4]=[C:5]([CH2:8][O:9][CH:10]2[CH2:11][N:12]([C:58](=[O:59])/[CH:57]=[CH:56]/[C:51]3[CH:50]=[C:49]4[C:54](=[N:53][CH:52]=3)[NH:55][C:46](=[O:45])[CH2:47][CH2:48]4)[CH2:13]2)[S:6][CH:7]=1 |f:0.1,5.6|. Procedure details: 3-((4-Chlorothiophen-2-yl)methoxy)-azetidine hydrochloride (141 mg, 0.59 mmol), EDCI (113 mg, 0.59 mmol), HOBt (82 mg, 0.59 mmol) and diisopropylethylamine (171 μL, 1.00 mmol) were successively added to a solution of (E)-3-(7-oxo-5,6,7,8-tetrahydro-1,8-naphthyridin-3-yl)-acrylic acid hydrochloride (100 mg, 0.39 mmol) in dimethylformamide (6 mL) at room temperature. The reaction mixture was stirred overnight and then diluted by addition of ethyl acetate (40 mL) and water (40 mL). The aqueous phas... Reactants: C(CCC)[Li] (n-butyl lithium), Cl (hydrochloric acid), ClC=1C=C(C=CC1Cl)C(F)(F)F (3,4-dichlorobenzotrifluoride), C(=O)=O (dry ice). The solvent is CCCCCC (hexane), O1CCCC1 (tetrahydrofuran), O (water). Reaction conditions: temperature -78 celsius, time 2 hour. Yields the product ClC1=C(C(=O)O)C(=CC=C1Cl)C(F)(F)F (2,3-dichloro-6-trifluoromethylbenzoic acid). Isolated yield 88.6%. As a reaction SMILES: [Cl:1][C:2]1[CH:3]=[C:4]([C:9]([F:12])([F:11])[F:10])[CH:5]=[CH:6][C:7]=1[Cl:8].C([Li])CCC.[C:18](=[O:20])=[O:19].Cl>O1CCCC1.O.CCCCCC>[Cl:1][C:2]1[C:7]([Cl:8])=[CH:6][CH:5]=[C:4]([C:9]([F:12])([F:10])[F:11])[C:3]=1[C:18]([OH:20])=[O:19]. Reported procedure: 83.4 g of 3,4-dichlorobenzotrifluoride was dissolved in 800 ml of dried tetrahydrofuran, and 250 ml of hexane solution of n-butyl lithium(1.6 mol/1) was added to the solution dropwise over 15 minutes at -78° C. under nitrogen atmosphere. Following to stirring the solution for 2 hours at -78° C., 50 g of dry ice was then gradually added to the solution at the same temperature. After elevating the temperature of the solution up to room temperature, 250 ml of cold water was added to the solution to... Starting materials: NCCCC(C)N (1,4-diaminopentane), [OH-].[Na+] (NaOH), C(=O)(OCC1=CC=CC=C1)Cl (CBZ-Cl). Run in CN(C)C=O.O (DMF H2O). Run at time 16 hour. The product is NCCCCNC(OCC1=CC=CC=C1)=O ((4-Aminobutyl)carbamic acid, phenylmethyl ester). Yield: 27.2%. RXN SMILES: [NH2:1][CH2:2][CH2:3][CH2:4][CH:5]([NH2:7])C.[OH-].[Na+].[C:10](Cl)([O:12][CH2:13][C:14]1[CH:19]=[CH:18][CH:17]=[CH:16][CH:15]=1)=[O:11]>CN(C=O)C.O>[NH2:7][CH2:5][CH2:4][CH2:3][CH2:2][NH:1][C:10](=[O:11])[O:12][CH2:13][C:14]1[CH:19]=[CH:18][CH:17]=[CH:16][CH:15]=1 |f:1.2,4.5|. Procedure details: To a solution of 1,4-diaminopentane (25 g, 155 mmol) in 100 mL DMF/H2O (1:1) was added 5N NaOH to adjust the pH to 9. CBZ-Cl (3.7 mL, 26 mmol) was added as one portion and stirred at room temperature for 16 hrs. The reaction was acidified to pH 1.25 and washed with diethyl ether. The pH of the reaction was then adjusted to 9.5 and the reaction extracted with EtOAc. The organic layer was washed with H2O, brine, dried over Na2SO4 and evaporated to give title compound (1.57 g, 30%). Starting materials: BrCBr, C1CCOC1, CCOCC, [Cl-], [Cl-], [Cl-], [Cl-], ClCCl, Cl, COc1c(F)cccc1C(C)=O, Cl[Pb]Cl, [Ti+4], [Zn]. Product: C=C(C)c1cccc(F)c1OC. RXN SMILES: [Br:4][CH2:5][Br:6].[CH2:20]1[O:21][CH2:22][CH2:23][CH2:24]1.[CH3:28][CH2:29][O:30][CH2:31][CH3:32].[Cl-:34].[Cl-:36].[Cl-:37].[Cl-:38].[Cl:25][CH2:26][Cl:27].[ClH:19].[F:7][c:8]1[c:9]([O:17][CH3:18])[c:10]([C:14]([CH3:15])=[O:16])[cH:11][cH:12][cH:13]1.[Pb:1]([Cl:2])[Cl:3].[Ti+4:35].[Zn:33]>>[CH2:5]=[C:14]([c:10]1[c:9]([O:17][CH3:18])[c:8]([F:7])[cH:13][cH:12][cH:11]1)[CH3:15]. Reactants: ClCC1OC(OC1)(C1=CC=CC=C1)C1=C(C=CC=C1)C(CC#N)=O (2-[4-(chloromethyl)-2-phenyl-1,3-dioxolan-2-yl]-β-oxo-benzenepropanenitrile), COC(N(C)C)OC (N,N-dimethylformamide dimethylacetal). Reaction conditions: time 90 minute. Yields the product ClCC1OC(OC1)(C1=CC=CC=C1)C1=C(C=CC=C1)C(C(C#N)=CN(C)C)=O (2-[4-(Chloromethyl)-2-phenyl-1,3-dioxolan-2-yl]-α-[(dimethylamino)methylene]-β-oxo-benzenepropanenitrile). As a reaction SMILES: [Cl:1][CH2:2][CH:3]1[CH2:7][O:6][C:5]([C:14]2[CH:19]=[CH:18][CH:17]=[CH:16][C:15]=2[C:20](=[O:24])[CH2:21][C:22]#[N:23])([C:8]2[CH:13]=[CH:12][CH:11]=[CH:10][CH:9]=2)[O:4]1.CO[CH:27](OC)[N:28]([CH3:30])[CH3:29]>>[Cl:1][CH2:2][CH:3]1[CH2:7][O:6][C:5]([C:14]2[CH:19]=[CH:18][CH:17]=[CH:16][C:15]=2[C:20](=[O:24])[C:21](=[CH:27][N:28]([CH3:30])[CH3:29])[C:22]#[N:23])([C:8]2[CH:9]=[CH:10][CH:11]=[CH:12][CH:13]=2)[O:4]1. Reported procedure: A solution of 20 g (0.0585 mol) of the above propanenitrile in 75 ml of N,N-dimethylformamide dimethylacetal was refluxed and stirred for 90 mins, and evaporated to dryness. The oil was triturated with ice water which was decanted, and the residue was partitioned between 150 ml of dichloromethane and 150 ml of water. The organic layer was dried with sodium sulfate, concentrated, and filtered through 150 g of Florisil. The column was eluted with ether which was evaporated, and the resulting oil w... Reactants: Ic1cnc2cc(-c3ccccc3)ccn12, [Na+], [Na+], O=C([O-])[O-], C1COCCO1, OB(O)c1ccccc1. Product: c1ccc(-c2ccn3c(-c4ccccc4)cnc3c2)cc1. RXN SMILES: [I:1][c:2]1[cH:3][n:4][c:5]2[n:6]1[cH:7][cH:8][c:9](-[c:11]1[cH:12][cH:13][cH:14][cH:15][cH:16]1)[cH:10]2.[Na+:26].[Na+:27].[O-:28][C:29](=[O:30])[O-:31].[O:32]1[CH2:33][CH2:34][O:35][CH2:36][CH2:37]1.[c:17]1([B:23]([OH:24])[OH:25])[cH:18][cH:19][cH:20][cH:21][cH:22]1>>[c:2]1(-[c:17]2[cH:18][cH:19][cH:20][cH:21][cH:22]2)[cH:3][n:4][c:5]2[n:6]1[cH:7][cH:8][c:9](-[c:11]1[cH:12][cH:13][cH:14][cH:15][cH:16]1)[cH:10]2. The reactants are O=C1NN=C2N1C1=C(C(=[N+](C2)[O-])C2=C(C=CC=C2)Cl)N=C(C=C1)Cl (1-keto-6-(o-chlorophenyl)-8-chloro-1,2-dihydro-4H-s-triazolo-(4,3-a)-pyrido-(2,3-f)-(1,4)-diazepine-5-oxide), C(C)(=O)O (acetic acid), N1CCCC1 (pyrrolidine), O (water). Run in C(Cl)(Cl)Cl (chloroform). Run at time 1 hour. The product is O=C1NN=C2N1C1=C(C(=[N+](C2)[O-])C2=C(C=CC=C2)Cl)N=C(C=C1)N1CCCC1 (1-keto-6-(o-chlorophenyl)-8-pyrrolidino-1,2-dihydro-4H-s-triazolo-(4,3-a)-pyrido-(2,3-f)-(1,4)-diazepine-5-oxide). Reaction SMILES: [O:1]=[C:2]1[N:6]2[C:7]3[CH:23]=[CH:22][C:21](Cl)=[N:20][C:8]=3[C:9]([C:13]3[CH:18]=[CH:17][CH:16]=[CH:15][C:14]=3[Cl:19])=[N+:10]([O-:12])[CH2:11][C:5]2=[N:4][NH:3]1.[NH:25]1[CH2:29][CH2:28][CH2:27][CH2:26]1.O.C(O)(=O)C>C(Cl)(Cl)Cl>[O:1]=[C:2]1[N:6]2[C:7]3[CH:23]=[CH:22][C:21]([N:25]4[CH2:29][CH2:28][CH2:27][CH2:26]4)=[N:20][C:8]=3[C:9]([C:13]3[CH:18]=[CH:17][CH:16]=[CH:15][C:14]=3[Cl:19])=[N+:10]([O-:12])[CH2:11][C:5]2=[N:4][NH:3]1. Procedure: 15 grams of 1-keto-6-(o-chlorophenyl)-8-chloro-1,2-dihydro-4H-s-triazolo-(4,3-a)-pyrido-(2,3-f)-(1,4)-diazepine-5-oxide in 50 ml. of pyrrolidine were boiled at reflux with stirring for 1 hour. Then it was poured into 600 ml. of water and neutralized with acetic acid. The precipitated material was shaken with chloroform, the chloroform layer washed with water, dried and evaporated to dryness. The residue was dissolved in methanol, acidified with ethanolic HCl solution and treated with ether up to...